From a dataset of the Open Reaction Database (ORD), a public repository of structured organic reaction records. describe an organic reaction: reactants, conditions, products, and yield Starting materials: BrB(Br)Br, O=C([O-])O, COc1ccc2nc(N3CCC(N4CCCCC4)C3)sc2c1, CCCCCCC, CN(C)C=O, [Cl-], [Na+], [Na+], O. Yields the product Oc1ccc2nc(N3CCC(N4CCCCC4)C3)sc2c1. RXN SMILES: [B:23]([Br:24])([Br:25])[Br:26].[C:34](=[O:35])([OH:36])[O-:37].[CH3:1][O:2][c:3]1[cH:4][c:5]2[c:6]([n:7][c:8]([N:10]3[CH2:11][CH:12]([N:15]4[CH2:16][CH2:17][CH2:18][CH2:19][CH2:20]4)[CH2:13][CH2:14]3)[s:9]2)[cH:21][cH:22]1.[CH3:27][CH2:28][CH2:29][CH2:30][CH2:31][CH2:32][CH3:33].[CH3:41][N:42]([CH3:43])[CH:44]=[O:45].[Cl-:40].[Na+:38].[Na+:39].[OH2:46]>>[OH:2][c:3]1[cH:4][c:5]2[c:6]([n:7][c:8]([N:10]3[CH2:11][CH:12]([N:15]4[CH2:16][CH2:17][CH2:18][CH2:19][CH2:20]4)[CH2:13][CH2:14]3)[s:9]2)[cH:21][cH:22]1. Starting materials: CC(C)(C)OC(NCCC1=CC=C(C=C1)N)=O (2-(4-Aminophenyl)ethylcarbamic acid 1,1-dimethylethyl ester), C(=CC1=CC=CC=C1)S(=O)(=O)Cl (β-styrenesulfonyl chloride). Yields the product CC(C)(OC(=O)NCCC1=CC=C(C=C1)NS(=O)(=O)C=CC1=CC=CC=C1)C (N-[4-[2-[[(1,1-dimethylethoxy)carbonyl]amino]ethyl]phenyl]-β-styrenesulfonamide). Reaction SMILES: [CH3:1][C:2]([O:5][C:6](=[O:17])[NH:7][CH2:8][CH2:9][C:10]1[CH:15]=[CH:14][C:13]([NH2:16])=[CH:12][CH:11]=1)([CH3:4])[CH3:3].[CH:18]([S:26](Cl)(=[O:28])=[O:27])=[CH:19][C:20]1[CH:25]=[CH:24][CH:23]=[CH:22][CH:21]=1>>[CH3:4][C:2]([CH3:1])([O:5][C:6]([NH:7][CH2:8][CH2:9][C:10]1[CH:11]=[CH:12][C:13]([NH:16][S:26]([CH:18]=[CH:19][C:20]2[CH:25]=[CH:24][CH:23]=[CH:22][CH:21]=2)(=[O:28])=[O:27])=[CH:14][CH:15]=1)=[O:17])[CH3:3]. Procedure details: In a manner analogous to that of Example 5, the title compound was prepared from the Boc amine from Example 4 and β-styrenesulfonyl chloride: 1H NMR (400 MHz, CDCl3) δ7.47 (d, 1H, J =15.4 Hz), 7.42-7.33 (m, 5H), 7.11 (s, 4H), 6.77 (d, 1H, J=15.4 Hz), 6.56 (br s, 1H), 4.48 (br s, 1H), 4.10 (br m, 2H), 2.72 (t, 2H, J=7.1 Hz), 1.39 (s, 9H). The reactants are Compound II, CN(NC(NCC1=CC=CC2=CC=CC=C12)=O)CC(=O)O (2-(1-methyl-2-(naphthalen-1-ylmethylcarbamoyl)hydrazinyl)acetic acid), N[C@H](C(=O)N(CC=1C=CC=C2C=CC=NC12)[C@H](C(OCC)OCC)C)CC(=O)NC(C1=CC=CC=C1)(C1=CC=CC=C1)C1=CC=CC=C1 ((S)-2-amino-N1—((S)-1,1-diethoxypropan-2-yl)-N1-(quinolin-8-ylmethyl)-N4-tritylsuccinamide). Product: C(C)OC([C@H](C)N(C([C@H](CC(NC(C1=CC=CC=C1)(C1=CC=CC=C1)C1=CC=CC=C1)=O)NC(CN(NC(=O)NCC1=CC=CC2=CC=CC=C12)C)=O)=O)CC=1C=CC=C2C=CC=NC12)OCC (1-(2-((S)-1-(((S)-1,1-diethoxypropan-2-yl)(quinolin-8-ylmethyl)amino)-1,4-dioxo-4-(tritylamino)butan-2-ylamino)-2-oxoethyl)-1-methyl-4-(naphthalen-1-ylmethyl)semicarbazide). RXN SMILES: [CH3:1][N:2]([CH2:18][C:19]([OH:21])=O)[NH:3][C:4](=[O:17])[NH:5][CH2:6][C:7]1[C:16]2[C:11](=[CH:12][CH:13]=[CH:14][CH:15]=2)[CH:10]=[CH:9][CH:8]=1.[NH2:22][C@@H:23]([CH2:47][C:48]([NH:50][C:51]([C:64]1[CH:69]=[CH:68][CH:67]=[CH:66][CH:65]=1)([C:58]1[CH:63]=[CH:62][CH:61]=[CH:60][CH:59]=1)[C:52]1[CH:57]=[CH:56][CH:55]=[CH:54][CH:53]=1)=[O:49])[C:24]([N:26]([C@@H:38]([CH3:46])[CH:39]([O:43][CH2:44][CH3:45])[O:40][CH2:41][CH3:42])[CH2:27][C:28]1[CH:29]=[CH:30][CH:31]=[C:32]2[C:37]=1[N:36]=[CH:35][CH:34]=[CH:33]2)=[O:25]>>[CH2:44]([O:43][CH:39]([O:40][CH2:41][CH3:42])[C@@H:38]([N:26]([CH2:27][C:28]1[CH:29]=[CH:30][CH:31]=[C:32]2[C:37]=1[N:36]=[CH:35][CH:34]=[CH:33]2)[C:24](=[O:25])[C@@H:23]([NH:22][C:19](=[O:21])[CH2:18][N:2]([CH3:1])[NH:3][C:4]([NH:5][CH2:6][C:7]1[C:16]2[C:11](=[CH:12][CH:13]=[CH:14][CH:15]=2)[CH:10]=[CH:9][CH:8]=1)=[O:17])[CH2:47][C:48](=[O:49])[NH:50][C:51]([C:64]1[CH:65]=[CH:66][CH:67]=[CH:68][CH:69]=1)([C:52]1[CH:57]=[CH:56][CH:55]=[CH:54][CH:53]=1)[C:58]1[CH:59]=[CH:60][CH:61]=[CH:62][CH:63]=1)[CH3:46])[CH3:45]. Procedure: According to the procedure described in the synthesis method of Compound II-15, 2-(1-methyl-2-(naphthalen-1-ylmethylcarbamoyl)hydrazinyl)acetic acid (Compound VI-8) 67 mg (0.23 mmol) was coupled with (S)-2-amino-N1—((S)-1,1-diethoxypropan-2-yl)-N1-(quinolin-8-ylmethyl)-N4-tritylsuccinamide (Compound IV-20) 100 mg (0.16 mmol) to obtain the title compound. The reactants are Cc1cc(N)[nH]n1, CCOC(C)=O, CCN(C(C)C)C(C)C, O=C(Nc1ccc(Sc2nc(Cl)cc(Cl)n2)cc1)C1CCCC1, CN(C)C=O. Yields the product Cc1cc(Nc2cc(Cl)nc(Sc3ccc(NC(=O)C4CCCC4)cc3)n2)[nH]n1. RXN SMILES: [CH3:1][c:2]1[n:3][nH:4][c:5]([NH2:7])[cH:6]1.[CH3:40][CH2:41][O:42][C:43]([CH3:44])=[O:45].[CH:31]([N:32]([CH:33]([CH3:34])[CH3:35])[CH2:36][CH3:37])([CH3:38])[CH3:39].[Cl:8][c:9]1[n:10][c:11]([S:16][c:17]2[cH:18][cH:19][c:20]([NH:23][C:24](=[O:25])[CH:26]3[CH2:27][CH2:28][CH2:29][CH2:30]3)[cH:21][cH:22]2)[n:12][c:13]([Cl:15])[cH:14]1.[O:46]=[CH:47][N:48]([CH3:49])[CH3:50]>>[CH3:1][c:2]1[n:3][nH:4][c:5]([NH:7][c:13]2[n:12][c:11]([S:16][c:17]3[cH:18][cH:19][c:20]([NH:23][C:24](=[O:25])[CH:26]4[CH2:27][CH2:28][CH2:29][CH2:30]4)[cH:21][cH:22]3)[n:10][c:9]([Cl:8])[cH:14]2)[cH:6]1.